This data is from the Open Reaction Database (ORD), a public repository of structured organic reaction records. The task is: describe an organic reaction: reactants, conditions, products, and yield RXN SMILES: [CH2:36]([Cl:37])[Cl:38].[CH3:1][O:2][c:3]1[cH:4][c:5]([CH:15]=[CH:16][C:17](=[O:18])[OH:19])[cH:6][cH:7][c:8]1-[n:9]1[cH:10][n:11][c:12]([CH3:14])[cH:13]1.[NH2:20][N:21]1[C:22](=[O:34])[N:23]([c:27]2[cH:28][cH:29][c:30]([F:33])[cH:31][cH:32]2)[CH2:24][CH2:25][CH2:26]1.[OH2:35]>>[CH3:1][O:2][c:3]1[cH:4][c:5]([CH:15]=[CH:16][C:17](=[O:19])[NH:20][N:21]2[C:22](=[O:34])[N:23]([c:27]3[cH:28][cH:29][c:30]([F:33])[cH:31][cH:32]3)[CH2:24][CH2:25][CH2:26]2)[cH:6][cH:7][c:8]1-[n:9]1[cH:10][n:11][c:12]([CH3:14])[cH:13]1. Starting materials: ClCCl, COc1cc(C=CC(=O)O)ccc1-n1cnc(C)c1, NN1CCCN(c2ccc(F)cc2)C1=O, O. The product is COc1cc(C=CC(=O)NN2CCCN(c3ccc(F)cc3)C2=O)ccc1-n1cnc(C)c1. Reactants: CC(=O)OC(C)=O, COc1c(N)cc(Cl)c(OC)c1[N+](=O)[O-], O=S(=O)(O)O. The product is COc1c(Cl)cc(NC(C)=O)c(OC)c1[N+](=O)[O-]. As a reaction SMILES: [CH3:21][C:22](=[O:23])[O:24][C:25](=[O:26])[CH3:27].[NH2:6][c:7]1[c:8]([O:19][CH3:20])[c:9]([N+:16](=[O:17])[O-:18])[c:10]([O:14][CH3:15])[c:11]([Cl:13])[cH:12]1.[S:1](=[O:2])(=[O:3])([OH:4])[OH:5]>>[NH:6]([c:7]1[c:8]([O:19][CH3:20])[c:9]([N+:16](=[O:17])[O-:18])[c:10]([O:14][CH3:15])[c:11]([Cl:13])[cH:12]1)[C:22]([CH3:21])=[O:23]. Reactants: C1(CCCC2=CC=CC=C12)NC(=O)N ((1,2,3,4-tetrahydro-1-naphthyl)urea), C(=O)=O (dry ice), [OH-].[Na+] (sodium hydroxide), C=O (para-formaldehyde). Solvent: CO (methanol). The product is COCNC(=O)NC1CCCC2=CC=CC=C12 (1-(Methoxymethyl)-3-(1,2,3,4-tetrahydro-1-naphthyl)urea). As a reaction SMILES: [CH:1]1([NH:11][C:12]([NH2:14])=[O:13])[C:10]2[C:5](=[CH:6][CH:7]=[CH:8][CH:9]=2)[CH2:4][CH2:3][CH2:2]1.[OH-].[Na+].[CH2:17]=O.[C:19](=[O:21])=O>CO>[CH3:17][O:21][CH2:19][NH:14][C:12]([NH:11][CH:1]1[C:10]2[C:5](=[CH:6][CH:7]=[CH:8][CH:9]=2)[CH2:4][CH2:3][CH2:2]1)=[O:13] |f:1.2|. Procedure details: A solution of 7.6 grams (0.04 mole) of (1,2,3,4-tetrahydro-1-naphthyl)urea, 2.0 grams of sodium hydroxide and 2.2 grams of para-formaldehyde in 150 ml. of methanol is stirred at reflux temperature for 10 hours. The reaction mixture is cooled and neutralized with dry ice. The solvent is evaporated at reduced pressure. The residue is treated with water, the mixture filtered, and the filter cake washed with water and dried to give 8.2 grams of product, melting point 124.5° C. to 127.5° C. Recrystal... Starting materials: BrB(Br)Br, ClCCl, COc1ccc(OC)c2c1CCC2, O. Product: COc1ccc(O)c2c1CCC2. Reaction SMILES: [B:14]([Br:15])([Br:16])[Br:17].[CH2:19]([Cl:20])[Cl:21].[CH3:1][O:2][c:3]1[c:4]2[c:8]([c:9]([O:12][CH3:13])[cH:10][cH:11]1)[CH2:7][CH2:6][CH2:5]2.[OH2:18]>>[CH3:1][O:2][c:3]1[c:4]2[c:8]([c:9]([OH:12])[cH:10][cH:11]1)[CH2:7][CH2:6][CH2:5]2.